From a dataset of the Open Reaction Database (ORD), a public repository of structured organic reaction records. describe an organic reaction: reactants, conditions, products, and yield Reactants: FC(OC1=CC=C(OC2CN(C2)CCC(=O)O)C=C1)(F)F (3-(3-(4-(trifluoromethoxy)phenoxy)azetidin-1-yl)propionic acid), S(=O)(Cl)Cl (thionyl chloride). The product is FC(OC1=CC=C(OC2CN(C2)CCC(=O)Cl)C=C1)(F)F (3-(3-(4-(trifluoromethoxy)phenoxy)azetidin-1-yl)propionyl chloride). The yield is 100.0%. As a reaction SMILES: [F:1][C:2]([F:21])([F:20])[O:3][C:4]1[CH:19]=[CH:18][C:7]([O:8][CH:9]2[CH2:12][N:11]([CH2:13][CH2:14][C:15](O)=[O:16])[CH2:10]2)=[CH:6][CH:5]=1.S(Cl)([Cl:24])=O>>[F:1][C:2]([F:21])([F:20])[O:3][C:4]1[CH:19]=[CH:18][C:7]([O:8][CH:9]2[CH2:12][N:11]([CH2:13][CH2:14][C:15]([Cl:24])=[O:16])[CH2:10]2)=[CH:6][CH:5]=1. Procedure details: 3-(3-(4-(trifluoromethoxy)phenoxy)azetidin-1-yl)propionic acid (400 mg, 1.31 mmol) was dissolved in thionyl chloride, raised the temperature to reflux for 3 h, spun dry, residuals were washed by an appropriate amount of ethyl ether, generated 423 mg target product, yield was 100%, directly put to the next reaction step. Reactants: [Cl-].[Al+3].[Cl-].[Cl-] (aluminum chloride), COC(=O)C1CCC2=CC=CC=C12 (indane-1-carboxylic acid methyl ester), C(C1=CC=CC=C1)(=O)Cl (benzoyl chloride), ice, Cl (hydrochloric acid). Run in C(=S)=S (carbon disulphide). The product is COC(=O)C1CCC2=CC=C(C=C12)C(C1=CC=CC=C1)=O (6-benzoyl-indane-1-carboxylic acid methyl ester). RXN SMILES: [Cl-].[Al+3].[Cl-].[Cl-].[CH3:5][O:6][C:7]([CH:9]1[C:17]2[C:12](=[CH:13][CH:14]=[CH:15][CH:16]=2)[CH2:11][CH2:10]1)=[O:8].[C:18](Cl)(=[O:25])[C:19]1[CH:24]=[CH:23][CH:22]=[CH:21][CH:20]=1.Cl>C(=S)=S>[CH3:5][O:6][C:7]([CH:9]1[C:17]2[C:12](=[CH:13][CH:14]=[C:15]([C:18](=[O:25])[C:19]3[CH:24]=[CH:23][CH:22]=[CH:21][CH:20]=3)[CH:16]=2)[CH2:11][CH2:10]1)=[O:8] |f:0.1.2.3|. Reported procedure: 18 g of finely powdered aluminum chloride are added in portions of a solution of 8 g of indane-1-carboxylic acid methyl ester and 8.2 g of benzoyl chloride in 100 ml of carbon disulphide, whilst stirring in an anhydrous atmosphere. After completion of the addition, the reaction mixture is heated for 2 hours to the reflux temperature. It is then allowed to cool to room temperature, poured onto a mixture of 100 g of ice and 50 ml of concentrated hydrochloric acid and extracted with twice 100 ml of... Yield: 75.0%. Reported procedure: In this example, a solution of 0.1117 g (0.9705 mmol) of N-hydroxysuccinimide, 0.5199 g (4.90 mmol) of o-xylene and 0.1251 g (0.50 mmol) of CAT in 40 ml of acetic acid was heated to 60° C. in a Parr Hastelloy reactor with temperature and pressure transducer. After the temperature reached 60° C., 233 psi of air was slowly introduced into the reactor. The mixture was stirred under pressure for one hour at 60° C., then the pressure was released, and the mixture was cooled to room temperature. A rap... The product is C(C=1C(C(=O)O)=CC=CC1)(=O)O (phthalic acid). Starting materials: ON1C(CCC1=O)=O (N-hydroxysuccinimide), O=O (O2), C(C)(=O)O (acetic acid), CC=1C=CC=CC1C (o-xylene), Hastelloy. Run at temperature 60 celsius, time 1 hour. Reaction SMILES: ON1[C:6](=[O:7])[CH2:5][CH2:4][C:3]1=O.CC1C=CC=C[C:15]=1[CH3:16].[O:17]=O.[C:19]([OH:22])(=[O:21])[CH3:20]>>[C:6]([OH:7])(=[O:17])[C:5]1[C:20](=[CH:15][CH:16]=[CH:3][CH:4]=1)[C:19]([OH:22])=[O:21]. Starting materials: Cl (HCl), C1=C(C=CC2=CC=CC=C12)C12CCC(C2C1)=O (5-(naphthalen-2-yl)bicyclo[3.1.0]hexan-2-one), CN (methylamine), C(#N)[BH3-].[Na+] (sodium cyanoborohydride), CO (methanol). Run at time 8 hour. The product is Cl.CNC1C2CC2(CC1)C1=CC2=CC=CC=C2C=C1 (N-methyl-5-(naphthalen-2-yl)bicyclo[3.1.0]hexan-2-amine hydrochloride), Cl.C(C)OCC (HCl diethyl ether). Reaction SMILES: [CH:1]1[C:10]2[C:5](=[CH:6][CH:7]=[CH:8][CH:9]=2)[CH:4]=[CH:3][C:2]=1[C:11]12[CH2:16][CH:15]1[C:14](=O)[CH2:13][CH2:12]2.CN.[C:20]([BH3-])#[N:21].[Na+].[ClH:24].[CH3:25][OH:26]>>[ClH:24].[CH3:20][NH:21][CH:14]1[CH2:13][CH2:12][C:11]2([C:2]3[CH:3]=[CH:4][C:5]4[C:10](=[CH:9][CH:8]=[CH:7][CH:6]=4)[CH:1]=3)[CH:15]1[CH2:16]2.[ClH:24].[CH2:25]([O:26][CH2:1][CH3:2])[CH3:20] |f:2.3,6.7,8.9|. Reported procedure: To a solution of 5-(naphthalen-2-yl)bicyclo[3.1.0]hexan-2-one (0.72 g, 3.24 mmol) in methanol (50 mL) was added methylamine (33% in ethanol, 6.05 mL, 48.6 mmol, 15.0 eq.) and sodium cyanoborohydride (0.26 g, 4.21 mmol, 1.3 eq.). The mixture was stirred at room temperature overnight. The reaction mixture was cooled to 10° C., and acidified with 1N HCl (25 mL). The reaction mixture was concentrated at 30° C. and the resulting aqueous layer diluted with water (25 mL). The aqueous layer was then ext... Starting materials: CC1=C(C(=O)NCCC(c2ccccc2)c2ccccc2)C(c2cccc(Cl)c2)C(C(=O)OCCC#N)=C(C)N1, CO, Cl, [Na+], [OH-]. The product is CC1=C(C(=O)O)C(c2cccc(Cl)c2)C(C(=O)NCCC(c2ccccc2)c2ccccc2)=C(C)N1. RXN SMILES: [C:1]([CH2:2][CH2:3][O:5][C:6](=[O:7])[C:8]1=[C:9]([CH3:40])[NH:10][C:11]([CH3:39])=[C:12]([C:21]([NH:22][CH2:23][CH2:24][CH:25]([c:26]2[cH:27][cH:28][cH:29][cH:30][cH:31]2)[c:32]2[cH:33][cH:34][cH:35][cH:36][cH:37]2)=[O:38])[CH:13]1[c:14]1[cH:15][c:16]([Cl:20])[cH:17][cH:18][cH:19]1)#[N:4].[CH3:44][OH:45].[ClH:43].[Na+:42].[OH-:41]>>[O:5]=[C:6]([OH:7])[C:8]1=[C:9]([CH3:40])[NH:10][C:11]([CH3:39])=[C:12]([C:21]([NH:22][CH2:23][CH2:24][CH:25]([c:26]2[cH:27][cH:28][cH:29][cH:30][cH:31]2)[c:32]2[cH:33][cH:34][cH:35][cH:36][cH:37]2)=[O:38])[CH:13]1[c:14]1[cH:15][c:16]([Cl:20])[cH:17][cH:18][cH:19]1.